Dataset: the Open Reaction Database (ORD), a public repository of structured organic reaction records. Task: describe an organic reaction: reactants, conditions, products, and yield Starting materials: C[C@@H]1CCNC(C=2N1C=1C=C(C=CC1C2)C(=O)[O-])=O ((5R)-5-methyl-1-oxo-2,3,4,5-tetrahydro-1H-[1,4]diazepino[1,2-a]indole-8-carboxylate), [OH-].[Na+] (NaOH), Cl (HCl). The solvent is C(C)O (ethanol), C(C)O (ethanol). The product is C[C@@H]1CCNC(C=2N1C=1C=C(C=CC1C2)C(=O)O)=O ((5R)-5-methyl-1-oxo-2,3,4,5-tetrahydro-1H-[1,4]diazepino[1,2-a]indole-8-carboxylic acid). Isolated yield 57.3%. As a reaction SMILES: [CH3:1][C@H:2]1[N:8]2[C:9]3[CH:10]=[C:11]([C:16]([O-:18])=[O:17])[CH:12]=[CH:13][C:14]=3[CH:15]=[C:7]2[C:6](=[O:19])[NH:5][CH2:4][CH2:3]1.[OH-].[Na+].Cl>C(O)C>[CH3:1][C@H:2]1[N:8]2[C:9]3[CH:10]=[C:11]([C:16]([OH:18])=[O:17])[CH:12]=[CH:13][C:14]=3[CH:15]=[C:7]2[C:6](=[O:19])[NH:5][CH2:4][CH2:3]1 |f:1.2|. Procedure: To a solution of (5R)-5-methyl-1-oxo-2,3,4,5-tetrahydro-1H-[1,4]diazepino[1,2-a]indole-8-carboxylate (3.65 g, crude) in ethanol (30 mL) is added 1M NaOH solution (13.8 mL, 13.8 mmol). The reaction mixture is refluxed for 2 h. The reaction mixture is acidified with 1M HCl and ethanol is removed under vacuum. The resulting solid is collected by filtration, is washed with water and dried to afford the title compound (2.1 g, 41% for 3 steps) as a solid. Starting materials: O (Water), Cl.COC(CCNC(C1=CC=C(C=C1)C(C1CCNCC1)NC(=O)NC1=CC=C(C=C1)OC(F)(F)F)=O)=O (3-{4-[1-piperidin-4-yl-3-(4-trifluoromethoxyphenyl)ureidomethyl]benzoyl-amino}propionic acid methyl ester hydrochloride), C(C)(C)N(CC)C(C)C (diisopropylethylamine), C1(CC1)C(=O)Cl (cyclopropylcarboxylic acid chloride). Run in C(C)(=O)OCC (ethyl acetate), CN(C)C=O (DMF). Run at temperature 25 celsius, time 8 hour. Product: COC(CCNC(C1=CC=C(C=C1)C(C1CCN(CC1)C(=O)C1CC1)NC(=O)NC1=CC=C(C=C1)OC(F)(F)F)=O)=O (3-{4-[1-(1-Cyclopropanecarbonylpiperidin-4-yl)-3-(4-trifluoromethoxy-phenyl)ureidomethyl]-benzoylamino}propionic Acid Methyl Ester). As a reaction SMILES: Cl.[CH3:2][O:3][C:4](=[O:38])[CH2:5][CH2:6][NH:7][C:8](=[O:37])[C:9]1[CH:14]=[CH:13][C:12]([CH:15]([NH:22][C:23]([NH:25][C:26]2[CH:31]=[CH:30][C:29]([O:32][C:33]([F:36])([F:35])[F:34])=[CH:28][CH:27]=2)=[O:24])[CH:16]2[CH2:21][CH2:20][NH:19][CH2:18][CH2:17]2)=[CH:11][CH:10]=1.C(N(C(C)C)CC)(C)C.[CH:48]1([C:51](Cl)=[O:52])[CH2:50][CH2:49]1.O>CN(C=O)C.C(OCC)(=O)C>[CH3:2][O:3][C:4](=[O:38])[CH2:5][CH2:6][NH:7][C:8](=[O:37])[C:9]1[CH:14]=[CH:13][C:12]([CH:15]([NH:22][C:23]([NH:25][C:26]2[CH:27]=[CH:28][C:29]([O:32][C:33]([F:34])([F:35])[F:36])=[CH:30][CH:31]=2)=[O:24])[CH:16]2[CH2:17][CH2:18][N:19]([C:51]([CH:48]3[CH2:50][CH2:49]3)=[O:52])[CH2:20][CH2:21]2)=[CH:11][CH:10]=1 |f:0.1|. Procedure: To a solution of 3-{4-[1-piperidin-4-yl-3-(4-trifluoromethoxyphenyl)ureidomethyl]benzoyl-amino}propionic acid methyl ester hydrochloride (0.20 g) in DMF (5 mL) was added diisopropylethylamine (0.30 mL) and cyclopropylcarboxylic acid chloride (0.16 mL). The mixture was stirred at 25° C. overnight. Water (100 mL) and ethyl acetate (100 mL) were added, the phases separated and the organic phase was washed with a solution of NH4Cl (sat., 2×50 mL) and water (50 mL). Upon drying with MgSO4 the solvent... The reactants are OC=1C=C2CCCC(C2=CC1)=O (6-hydroxy-1-tetralone), CN(C1=CC=C(C=O)C=C1)C (4-dimethylaminobenzaldehyde), Cl (hydrochloric acid), CO (methanol). Run in O (water). The product is CN(C1=CC=C(C=C1)C=C1C(C2=CC=C(C=C2CC1)O)=O)C (2-[(4-dimethylaminophenyl)methylene]-6-hydroxy-1-tetralone). Yield: 48.9%. RXN SMILES: [OH:1][C:2]1[CH:3]=[C:4]2[C:9](=[CH:10][CH:11]=1)[C:8](=[O:12])[CH2:7][CH2:6][CH2:5]2.[CH3:13][N:14]([CH3:23])[C:15]1[CH:22]=[CH:21][C:18]([CH:19]=O)=[CH:17][CH:16]=1.Cl.CO>O>[CH3:13][N:14]([CH3:23])[C:15]1[CH:22]=[CH:21][C:18]([CH:19]=[C:7]2[CH2:6][CH2:5][C:4]3[C:9](=[CH:10][CH:11]=[C:2]([OH:1])[CH:3]=3)[C:8]2=[O:12])=[CH:17][CH:16]=1. Procedure: After 6-hydroxy-1-tetralone 1.0 g and 4-dimethylaminobenzaldehyde 0.97 g were added to a mixture of concentrated hydrochloric acid 50 ml and methanol 75 ml, the mixture was refluxed for 1.5 hours and cooled to room temperature, and water 400 ml was added. The precipitated crystals were filtered. The crystals were dried over phosphorous pentoxide for six hours under reduced pressure to obtain the desired compound 0.885 g. Reactants: C[C@@H]1CN(C[C@@H](N1)C)C=1C=CC(=C(N)C1)Cl (5-(cis-3,5-dimethyl-1-piperazinyl)-2-chloroaniline), BrC1=CC=C(C=C1)S(=O)(=O)Cl (4-bromobenzenesulfonyl chloride). Solvent: N1=CC=CC=C1.ClCCl (pyridine dichloromethane). Run at time 2 hour. Yields the product BrC1=CC=C(C=C1)S(=O)(=O)NC1=C(C=CC(=C1)N1C[C@H](N[C@H](C1)C)C)Cl (4-Bromo-N-[2-chloro-5-(cis-3,5-dimethyl-1-piperazinyl)phenyl]benzenesulfonamide). Reaction SMILES: [CH3:1][C@H:2]1[NH:7][C@@H:6]([CH3:8])[CH2:5][N:4]([C:9]2[CH:10]=[CH:11][C:12]([Cl:16])=[C:13]([CH:15]=2)[NH2:14])[CH2:3]1.[Br:17][C:18]1[CH:23]=[CH:22][C:21]([S:24](Cl)(=[O:26])=[O:25])=[CH:20][CH:19]=1>N1C=CC=CC=1.ClCCl>[Br:17][C:18]1[CH:23]=[CH:22][C:21]([S:24]([NH:14][C:13]2[CH:15]=[C:9]([N:4]3[CH2:5][C@H:6]([CH3:8])[NH:7][C@H:2]([CH3:1])[CH2:3]3)[CH:10]=[CH:11][C:12]=2[Cl:16])(=[O:26])=[O:25])=[CH:20][CH:19]=1 |f:2.3|. Procedure: A solution of 5-(cis-3,5-dimethyl-1-piperazinyl)-2-chloroaniline (D34) (108 mg, 0.45 mmol) in pyridine:dichloromethane (1:1, 4 ml) was treated with 4-bromobenzenesulfonyl chloride (138 mg, 0.54 mmol). The solution was stirred at room temperature for 2 hours, quenched with methanol and concentrated in vacuo. The residue was applied to a SCX cartridge (Varian bond-elute, 5 g) and washed with methanol and 2M ammonia in methanol. The combined basic fractions were concentrated in vacuo and the result... Reactants: N1=CC=CC=C1 (pyridine), C(=O)(OC(C)(C)C)N1[C@H](C(=O)O)CCC1 ((S)-N-BOC-proline), 24e, N1=C(F)N=C(F)N=C1F (cyanuric fluoride). Solvent: C(Cl)Cl (CH2Cl2). Reaction conditions: temperature -15 celsius, time 15 minute. Yields the product C(C)(C)(C)OC(=O)N1[C@@H](CCC1)C(=O)F ((S)-2-Fluorocarbonyl-pyrrolidine-1-carboxylic Acid tert-butyl Ester). RXN SMILES: [C:1]([N:8]1[CH2:15][CH2:14][CH2:13][C@H:9]1[C:10](O)=[O:11])([O:3][C:4]([CH3:7])([CH3:6])[CH3:5])=[O:2].N1C(F)=NC(F)=NC=1[F:18].N1C=CC=CC=1>C(Cl)Cl>[C:4]([O:3][C:1]([N:8]1[CH2:15][CH2:14][CH2:13][C@H:9]1[C:10]([F:18])=[O:11])=[O:2])([CH3:7])([CH3:6])[CH3:5]. Procedure details: To an oven-dried, septaed 10 mL round-bottom flask, cooled under an argon atmosphere, and charged with (S)-N-BOC-proline, 24e, (215.3 mg, 1.00 mmol) was added 2.5 mL freshly distilled CH2Cl2 under argon. The reaction was cooled to −15° C. and to the flask was added cyanuric fluoride (450 μL, 5 mmol). The reaction was stirred at −15° C. for 15 minutes then anhydrous pyridine (81 μL, 1.0 mmol) was added. Stirring was maintained at −15° C. for 90 minutes. Without warming, the crude reaction was pou... The reactants are BrC1=C2CCN(CC2=C(C(=C1)[N+](=O)[O-])N)CC1=CC=CC=C1 (5-bromo-1,2,3,4-tetrahydro-7 nitro-2(phenylmethyl)-8-isoquinolinamine). The reagents and catalysts are [Ni] (RaNi). The solvent is C1CCOC1 (THF). Yields the product BrC1=C2CCN(CC2=C(C(=C1)N)N)CC1=CC=CC=C1 (5-Bromo-1,2,3,4-tetrahydro-2-(phenylmethyl)-7,8-isoquinolinediamine). Yield: 99.8%. As a reaction SMILES: [Br:1][C:2]1[CH:11]=[C:10]([N+:12]([O-])=O)[C:9]([NH2:15])=[C:8]2[C:3]=1[CH2:4][CH2:5][N:6]([CH2:16][C:17]1[CH:22]=[CH:21][CH:20]=[CH:19][CH:18]=1)[CH2:7]2>C1COCC1.[Ni]>[Br:1][C:2]1[CH:11]=[C:10]([NH2:12])[C:9]([NH2:15])=[C:8]2[C:3]=1[CH2:4][CH2:5][N:6]([CH2:16][C:17]1[CH:22]=[CH:21][CH:20]=[CH:19][CH:18]=1)[CH2:7]2. Procedure: A solution of the product from Example 6 (0.7 g, 1.93 mmol) in THF (60 mL) was stirred over RaNi under a hydrogen balloon for 40 mins. The catalyst was filtered off and concentrated under vacuum to give the title compound (0.64 g, 99% yield) as a light purple oil. Reactants: C([O-])(O)=O.[Na+] (sodium bicarbonate), [I-].C[P+](C1=CC=CC=C1)(C1=CC=CC=C1)C1=CC=CC=C1 (Methyl triphenylphosphonium iodide), CSC1=C(C=CC=C1)C=O (2-(methylsulfanyl)benzenecarbaldehyde), CC(C)([O-])C.[K+] (potassium tert-butoxide). Run in CCOCC (ether). Conditions: time 10 minute. Yields the product CSC1=C(C=CC=C1)C=C (1-(methylsulfanyl)-2-vinylbenzene). As a reaction SMILES: [I-].[CH3:2][P+](C1C=CC=CC=1)(C1C=CC=CC=1)C1C=CC=CC=1.CC(C)([O-])C.[K+].[CH3:28][S:29][C:30]1[CH:35]=[CH:34][CH:33]=[CH:32][C:31]=1[CH:36]=O.C(=O)(O)[O-].[Na+]>CCOCC>[CH3:28][S:29][C:30]1[CH:35]=[CH:34][CH:33]=[CH:32][C:31]=1[CH:36]=[CH2:2] |f:0.1,2.3,5.6|. Procedure: Methyl triphenylphosphonium iodide (1.57 g, 3.88 mmol) was dissolved in 25 mL ether in a 50 mL round-bottomed flask under dry nitrogen. To the mixture was added in one portion at 0° C. potassium tert-butoxide (0.47 g, 4.19 mmol) and it was stirred for 10 min at room temperature. 2-(methylsulfanyl)benzenecarbaldehyde (2.77 mmol) was added in one portion at 0° C. and the reaction mixture was stirred until complete disappearance of the reactants (2 hr) at room temperature (followed by TLC). The mix...